Task: describe an organic reaction: reactants, conditions, products, and yield. Dataset: the Open Reaction Database (ORD), a public repository of structured organic reaction records The reactants are N1C(C2(C3=CC=CC=C13)COC=1C2=CC2=C(OCO2)C1)=O (spiro[furo[2,3-f][1,3]benzodioxole-7,3′-indol]-2′(1′H)-one), BrCC=1OC(=CC1)C(F)(F)F (2-(bromomethyl)-5-(trifluoromethyl)furan), BrC1=C2C3(C(NC2=CC=C1)=O)COC=1C3=CC3=C(OCO3)C1 (4′-bromospiro[furo[2,3-f][1,3]benzodioxole-7,3′-indol]-2′(1′H)-one), CS(=O)(=O)Cl (methanesulfonyl chloride). Product: CS(=O)(=O)N1C(C2(C3=CC=CC=C13)COC=1C2=CC2=C(OCO2)C1)=O (1′-(methylsulfonyl)spiro[furo[2,3-f][1,3]benzodioxole-7,3′-indol]-2′(1′H)-one). Reaction SMILES: [NH:1]1[C:9]2[C:4](=[CH:5][CH:6]=[CH:7][CH:8]=2)[C:3]2([C:13]3=[CH:14][C:15]4[O:19][CH2:18][O:17][C:16]=4[CH:20]=[C:12]3[O:11][CH2:10]2)[C:2]1=[O:21].BrC1C=CC=C2C=1C1(C3=CC4OCOC=4C=C3OC1)C(=O)N2.[CH3:44][S:45](Cl)(=[O:47])=[O:46].BrCC1OC(C(F)(F)F)=CC=1>>[CH3:44][S:45]([N:1]1[C:9]2[C:4](=[CH:5][CH:6]=[CH:7][CH:8]=2)[C:3]2([C:13]3=[CH:14][C:15]4[O:19][CH2:18][O:17][C:16]=4[CH:20]=[C:12]3[O:11][CH2:10]2)[C:2]1=[O:21])(=[O:47])=[O:46]. Procedure details: Following the procedure described in EXAMPLE 10.47, and making non-critical variations using spiro[furo[2,3-f][1,3]benzodioxole-7,3′-indol]-2′(1′H)-one to replace 4′-bromospiro[furo[2,3-f][1,3]benzodioxole-7,3′-indol]-2′(1′H)-one, and methanesulfonyl chloride to replace 2-(bromomethyl)-5-(trifluoromethyl)furan, the title compound was obtained (51%) as a white solid: mp 215-217° C.; 1H NMR (300 MHz, CDCl3) δ 7.83 (d, 1H), 7.42-7.31 (m, 1H), 7.25-7.17 (m, 2H), 6.52 (s, 1H), 6.20 (s, 1H), 5.93-5.87... Reactants: CN(C=O)C (dimethylformamide), BrCCC(=C(F)F)F (4-bromo-1,1,2-trifluorobut-1-ene), SC=1OC(=NN1)C1=NN=C(O1)N(C)C (2-mercapto-5-(2-dimethylamino-1,3,4-oxadiazol-5-yl)-1,3,4-oxadiazole), O1CCOCC1 (dioxane), potassium t-butylate. Run in O (water). Run at time 8 hour. The product is FC(CCSC=1OC(=NN1)C1=NN=C(O1)N(C)C)=C(F)F (2-(3,4,4-Trifluoro-3-buten-1-ylthio)-5-(2-dimethylamino-1,3,4-oxadiazol-5-yl)-1,3,4-oxadiazole). RXN SMILES: [SH:1][C:2]1[O:3][C:4]([C:7]2[O:11][C:10]([N:12]([CH3:14])[CH3:13])=[N:9][N:8]=2)=[N:5][N:6]=1.O1CCOCC1.CN(C)C=O.Br[CH2:27][CH2:28][C:29]([F:33])=[C:30]([F:32])[F:31]>O>[F:33][C:29](=[C:30]([F:32])[F:31])[CH2:28][CH2:27][S:1][C:2]1[O:3][C:4]([C:7]2[O:11][C:10]([N:12]([CH3:14])[CH3:13])=[N:9][N:8]=2)=[N:5][N:6]=1. Reported procedure: 4.26 g of 2-mercapto-5-(2-dimethylamino-1,3,4-oxadiazol-5-yl)-1,3,4-oxadiazole according to Example H2 are initially introduced into 40 ml of dioxane and stirred with 2.24 g of potassium t-butylate. 4 ml of dimethylformamide and then 4.2 g of 4-bromo-1,1,2-trifluorobut-1-ene are added and the mixture is stirred overnight at room temperature. The mixture is poured into water and the crystals are filtered off with suction. After drying and stirring with ether, 4.6 g of the title compound of meltin...